Dataset: the Open Reaction Database (ORD), a public repository of structured organic reaction records. Task: describe an organic reaction: reactants, conditions, products, and yield Reactants: CC(=O)O, [Fe], O=C1COc2c1cccc2[N+](=O)[O-], O. Yields the product Nc1cccc2c1OCC2=O. As a reaction SMILES: [CH3:14][C:15](=[O:16])[OH:17].[Fe:19].[N+:1]([O-:2])(=[O:3])[c:4]1[cH:5][cH:6][cH:7][c:8]2[c:12]1[O:11][CH2:10][C:9]2=[O:13].[OH2:18]>>[NH2:1][c:4]1[cH:5][cH:6][cH:7][c:8]2[c:12]1[O:11][CH2:10][C:9]2=[O:13]. Starting materials: NCCCN1CCN(Cc2ccc(Cl)cc2)CC1, O=C=NC1CCCCC1, C1CCOC1. Yields the product O=C(NCCCN1CCN(Cc2ccc(Cl)cc2)CC1)NC1CCCCC1. As a reaction SMILES: [NH2:1][CH2:2][CH2:3][CH2:4][N:5]1[CH2:6][CH2:7][N:8]([CH2:11][c:12]2[cH:13][cH:14][c:15]([Cl:18])[cH:16][cH:17]2)[CH2:9][CH2:10]1.[O:19]=[C:20]=[N:21][CH:22]1[CH2:23][CH2:24][CH2:25][CH2:26][CH2:27]1.[O:28]1[CH2:29][CH2:30][CH2:31][CH2:32]1>>[NH:1]([CH2:2][CH2:3][CH2:4][N:5]1[CH2:6][CH2:7][N:8]([CH2:11][c:12]2[cH:13][cH:14][c:15]([Cl:18])[cH:16][cH:17]2)[CH2:9][CH2:10]1)[C:20](=[O:19])[NH:21][CH:22]1[CH2:23][CH2:24][CH2:25][CH2:26][CH2:27]1. Starting materials: O (water), S1(CNC(C2=C1C=CC=C2)=O)(=O)=O (2H-1,3-benzothiazin-4(3H)-one 1,1-dioxide), ClC(CCN1CCOCC1)C1=CC=CC=C1 (1-chloro-3-morpholino-1-phenylpropane), C([O-])([O-])=O.[K+].[K+] (potassium carbonate). Solvent: C(C)(=O)OCC (ethyl acetate), C(C)C(=O)C (methyl ethyl ketone). The product is C(\C=C\C(=O)O)(=O)O.O1CCN(CC1)CCC(C1=CC=CC=C1)N1CS(C2=C(C1=O)C=CC=C2)(=O)=O (3-(3-Morpholino-1-phenylpropyl)-2H-1,3-benzothiazin-4(3H)-one 1,1-Dioxide Fumarate). The yield is 52.3%. RXN SMILES: [S:1]1(=[O:13])(=[O:12])[C:6]2[CH:7]=[CH:8][CH:9]=[CH:10][C:5]=2[C:4](=[O:11])[NH:3][CH2:2]1.Cl[CH:15]([C:24]1[CH:29]=[CH:28][CH:27]=[CH:26][CH:25]=1)[CH2:16][CH2:17][N:18]1[CH2:23][CH2:22][O:21][CH2:20][CH2:19]1.[C:30](=[O:33])([O-:32])[O-].[K+].[K+].O>C(C(C)=O)C.C(OCC)(=O)C>[C:4]([OH:11])(=[O:21])/[CH:5]=[CH:10]/[C:30]([OH:32])=[O:33].[O:21]1[CH2:22][CH2:23][N:18]([CH2:17][CH2:16][CH:15]([N:3]2[C:4](=[O:11])[C:5]3[CH:10]=[CH:9][CH:8]=[CH:7][C:6]=3[S:1](=[O:12])(=[O:13])[CH2:2]2)[C:24]2[CH:29]=[CH:28][CH:27]=[CH:26][CH:25]=2)[CH2:19][CH2:20]1 |f:2.3.4,8.9|. Reported procedure: In methyl ethyl ketone (5 mL) were suspended 2H-1,3-benzothiazin-4(3H)-one 1,1-dioxide (100 mg, 0.518 mmol.), 1-chloro-3-morpholino-1-phenylpropane (130 mg, 0.54 mmol.), and potassium carbonate (180 mg, 1.3 mmol.). The suspension was heated overnight under refluxing. The reaction liquid was cooled, and the insolubles were filtered off. The solvent was distilled off to give a residue. To the residue were added water and ethyl acetate, and the organic layer was taken out. The organic solution was ... Starting materials: OCCc1ccc(C(F)(F)F)cc1, O, Cc1ccc(S(=O)(=O)Cl)cc1, c1ccncc1. Product: Cc1ccc(S(=O)(=O)OCCc2ccc(C(F)(F)F)cc2)cc1. As a reaction SMILES: [F:1][C:2]([c:3]1[cH:4][cH:5][c:6]([CH2:9][CH2:10][OH:11])[cH:7][cH:8]1)([F:12])[F:13].[OH2:25].[c:14]1([CH3:24])[cH:15][cH:16][c:17]([S:20](=[O:21])(=[O:22])[Cl:23])[cH:18][cH:19]1.[cH:26]1[cH:27][cH:28][n:29][cH:30][cH:31]1>>[F:1][C:2]([c:3]1[cH:4][cH:5][c:6]([CH2:9][CH2:10][O:11][S:20]([c:17]2[cH:16][cH:15][c:14]([CH3:24])[cH:19][cH:18]2)(=[O:21])=[O:22])[cH:7][cH:8]1)([F:12])[F:13]. Reactants: N[C@H]1C(N(CC=CC1)OCC1=CC=CC=C1)=O (3-(R)-Amino-1-benzyloxy-1,3,4,7-tetrahydro-azepin-2-one), ClC1=CC=C(OC2=CC=C(C=C2)S(=O)(=O)Cl)C=C1 (4-(4-chloro-phenoxy)-benzene sulfonyl chloride). Run in N1=CC=CC=C1 (pyridine). Run at time 5 day. The product is C(C1=CC=CC=C1)ON1C([C@@H](CC=CC1)NS(=O)(=O)C1=CC=C(C=C1)OC1=CC=C(C=C1)Cl)=O (N-(1-Benzyloxy-2-oxo-2,3,4,7-tetrahydro-1H-azepin-3-(R)-yl)-4-(4-chloro-phenoxy)-benzenesulfonamide). Yield: 57.9%. As a reaction SMILES: [NH2:1][C@@H:2]1[CH2:8][CH:7]=[CH:6][CH2:5][N:4]([O:9][CH2:10][C:11]2[CH:16]=[CH:15][CH:14]=[CH:13][CH:12]=2)[C:3]1=[O:17].[Cl:18][C:19]1[CH:35]=[CH:34][C:22]([O:23][C:24]2[CH:29]=[CH:28][C:27]([S:30](Cl)(=[O:32])=[O:31])=[CH:26][CH:25]=2)=[CH:21][CH:20]=1>N1C=CC=CC=1>[CH2:10]([O:9][N:4]1[CH2:5][CH:6]=[CH:7][CH2:8][C@@H:2]([NH:1][S:30]([C:27]2[CH:28]=[CH:29][C:24]([O:23][C:22]3[CH:34]=[CH:35][C:19]([Cl:18])=[CH:20][CH:21]=3)=[CH:25][CH:26]=2)(=[O:31])=[O:32])[C:3]1=[O:17])[C:11]1[CH:16]=[CH:15][CH:14]=[CH:13][CH:12]=1. Reported procedure: To a solution of 3.69 g of 3-(R)-amino-1-benzyloxy-1,3,4,7-tetrahydro-azepin-2-one from Step D in 30 mL of pyridine was added 6.28 g of 4-(4-chloro-phenoxy)-benzene sulfonyl chloride. The reaction was stirred at room temperature for 5 days. The reaction was extracted with ethyl acetate, and washed with 5% HCl (aq.) twice, NaHCO3 (aq.) twice, and NaCl (aq.) once. The aqueous layers were re-extracted with ethyl acetate, and the organic layers combined and dried over Na2SO4(s). The reaction mixture... Reactants: C1(CC1)COC1=CC=C(C=C1)CCC1=CC(=C(C(=O)OC)C=C1)OCOC (methyl 4-{2-[4-(cyclopropylmethoxy)phenyl]ethyl}-2-(methoxymethoxy)benzoate), [H-].[Al+3].[Li+].[H-].[H-].[H-] (lithium aluminum hydride), [OH-].[Na+] (sodium hydroxide), O (water), O (water). Run in C1CCOC1 (THF), C1CCOC1 (THF). Reaction conditions: time 15 minute. Yields the product C1(CC1)COC1=CC=C(C=C1)CCC1=CC(=C(C=C1)CO)OCOC ([4-{2-[4-(cyclopropylmethoxy)phenyl]ethyl}-2-(methoxymethoxy)phenyl]methanol). Isolated yield 97.3%. RXN SMILES: [CH:1]1([CH2:4][O:5][C:6]2[CH:11]=[CH:10][C:9]([CH2:12][CH2:13][C:14]3[CH:23]=[CH:22][C:17]([C:18](OC)=[O:19])=[C:16]([O:24][CH2:25][O:26][CH3:27])[CH:15]=3)=[CH:8][CH:7]=2)[CH2:3][CH2:2]1.[H-].[Al+3].[Li+].[H-].[H-].[H-].O.[OH-].[Na+]>C1COCC1>[CH:1]1([CH2:4][O:5][C:6]2[CH:7]=[CH:8][C:9]([CH2:12][CH2:13][C:14]3[CH:23]=[CH:22][C:17]([CH2:18][OH:19])=[C:16]([O:24][CH2:25][O:26][CH3:27])[CH:15]=3)=[CH:10][CH:11]=2)[CH2:3][CH2:2]1 |f:1.2.3.4.5.6,8.9|. Reported procedure: A solution of methyl 2-(methoxymethoxy)-4-[(4-benzyloxyphenyl)ethynyl]benzoate (7.37 g, 18.3 mmol) obtained in Reference Example 277 and 10% palladium carbon (50% water-containing product, 11.0 g) in ethanol (50 mL)-THF (10 mL) was stirred under a hydrogen atmosphere (normal pressure) for 2 hr. After filtration of the reaction mixture, the filtrate was concentrated under reduced pressure. To a solution of the obtained residue in DMF (50 mL) were added potassium carbonate (7.63 g, 55.2 mmol) and ... The reactants are CC(=O)c1ccc(Cl)c([N+](=O)[O-])c1, Nc1ccc(CCO)cc1, [Na+], O=C([O-])O, CN(C)C=O, O. The product is CC(=O)c1ccc(Nc2ccc(CCO)cc2)c([N+](=O)[O-])c1. Reaction SMILES: [Cl:1][c:2]1[c:3]([N+:11](=[O:12])[O-:13])[cH:4][c:5]([C:8]([CH3:9])=[O:10])[cH:6][cH:7]1.[NH2:14][c:15]1[cH:16][cH:17][c:18]([CH2:21][CH2:22][OH:23])[cH:19][cH:20]1.[Na+:28].[O-:24][C:25]([OH:26])=[O:27].[O:30]=[CH:31][N:32]([CH3:33])[CH3:34].[OH2:29]>>[c:2]1([NH:14][c:15]2[cH:16][cH:17][c:18]([CH2:21][CH2:22][OH:23])[cH:19][cH:20]2)[c:3]([N+:11](=[O:12])[O-:13])[cH:4][c:5]([C:8]([CH3:9])=[O:10])[cH:6][cH:7]1.